This data is from the Open Reaction Database (ORD), a public repository of structured organic reaction records. The task is: describe an organic reaction: reactants, conditions, products, and yield Reactants: CN1CCNCC1, CCN=C=NCCCN(C)C, Cl, CN(C)C=O, On1nnc2cccnc21, O=C(O)c1ccc(Nc2nccc(-c3ccnn3-c3ccccc3)n2)cc1. Product: CN1CCN(C(=O)c2ccc(Nc3nccc(-c4ccnn4-c4ccccc4)n3)cc2)CC1. Reaction SMILES: [CH3:28][N:29]1[CH2:30][CH2:31][NH:32][CH2:33][CH2:34]1.[CH3:36][N:37]([CH3:38])[CH2:39][CH2:40][CH2:41][N:42]=[C:43]=[N:44][CH2:45][CH3:46].[ClH:35].[O:57]=[CH:58][N:59]([CH3:60])[CH3:61].[OH:47][n:48]1[c:49]2[n:50][cH:51][cH:52][cH:53][c:54]2[n:55][n:56]1.[c:1]1(-[n:7]2[n:8][cH:9][cH:10][c:11]2-[c:12]2[n:13][c:14]([NH:18][c:19]3[cH:20][cH:21][c:22]([C:23](=[O:24])[OH:25])[cH:26][cH:27]3)[n:15][cH:16][cH:17]2)[cH:2][cH:3][cH:4][cH:5][cH:6]1>>[c:1]1(-[n:7]2[n:8][cH:9][cH:10][c:11]2-[c:12]2[n:13][c:14]([NH:18][c:19]3[cH:20][cH:21][c:22]([C:23](=[O:25])[N:32]4[CH2:31][CH2:30][N:29]([CH3:28])[CH2:34][CH2:33]4)[cH:26][cH:27]3)[n:15][cH:16][cH:17]2)[cH:2][cH:3][cH:4][cH:5][cH:6]1. The reactants are BrC1=C(C=C(C=C1OC)C=1OC=CC1)OC (2-(4-bromo-3,5-dimethoxyphenyl)furan), CN(C)CC1=CC=C(C=C1)C(C(=O)N(C)OC)OC (2-(4-((dimethylamino)methyl)phenyl)-N,2-dimethoxy-N-methylacetamide). Yields the product BrC1=C(C=C(C=C1OC)C1=CC=C(O1)C(C(OC)C1=CC=C(C=C1)CN(C)C)=O)OC (1-(5-(4-Bromo-3,5-dimethoxyphenyl)furan-2-yl)-2-(4-((dimethylamino)methyl)phenyl)-2-methoxyethanone), product. The yield is 1.0%. As a reaction SMILES: [Br:1][C:2]1[C:7]([O:8][CH3:9])=[CH:6][C:5]([C:10]2[O:11][CH:12]=[CH:13][CH:14]=2)=[CH:4][C:3]=1[O:15][CH3:16].[CH3:17][N:18]([CH2:20][C:21]1[CH:26]=[CH:25][C:24]([CH:27]([O:34][CH3:35])[C:28](N(OC)C)=[O:29])=[CH:23][CH:22]=1)[CH3:19]>>[Br:1][C:2]1[C:7]([O:8][CH3:9])=[CH:6][C:5]([C:10]2[O:11][C:12]([C:28](=[O:29])[CH:27]([C:24]3[CH:25]=[CH:26][C:21]([CH2:20][N:18]([CH3:19])[CH3:17])=[CH:22][CH:23]=3)[O:34][CH3:35])=[CH:13][CH:14]=2)=[CH:4][C:3]=1[O:15][CH3:16]. Procedure: 1-(5-(4-Bromo-3,5-dimethoxyphenyl)furan-2-yl)-2-(4-((dimethylamino)methyl)phenyl)-2-methoxyethanone was prepared from 2-(4-bromo-3,5-dimethoxyphenyl)furan and 2-(4-((dimethylamino)methyl)phenyl)-N,2-dimethoxy-N-methylacetamide according to the procedure used in Example 30. Purification by chromatography (4% MeOH/CH2Cl2) gave the product as a pale yellow oil (0.004 g, 1% yield). MS: ink 488.3 [M+H]+. The reactants are CC(C)(C)O, C=CCn1c(=O)c(C#N)c(-c2cccc(F)c2)c2cc(OC)ccc21, C[N+]1([O-])CCOCC1, CCOC(C)=O, O=[Os](=O)(=O)=O, O. Product: COc1ccc2c(c1)c(-c1cccc(F)c1)c(C#N)c(=O)n2CC(O)CO. Reaction SMILES: [C:35]([OH:36])([CH3:37])([CH3:38])[CH3:39].[CH2:1]([CH:2]=[CH2:3])[n:4]1[c:5](=[O:25])[c:6]([C:23]#[N:24])[c:7](-[c:16]2[cH:17][c:18]([F:22])[cH:19][cH:20][cH:21]2)[c:8]2[cH:9][c:10]([O:14][CH3:15])[cH:11][cH:12][c:13]12.[CH3:27][N+:28]1([O-:29])[CH2:30][CH2:31][O:32][CH2:33][CH2:34]1.[CH3:40][CH2:41][O:42][C:43]([CH3:44])=[O:45].[O:46]=[Os:47](=[O:48])(=[O:49])=[O:50].[OH2:26]>>[CH2:1]([CH:2]([CH2:3][OH:29])[OH:26])[n:4]1[c:5](=[O:25])[c:6]([C:23]#[N:24])[c:7](-[c:16]2[cH:17][c:18]([F:22])[cH:19][cH:20][cH:21]2)[c:8]2[cH:9][c:10]([O:14][CH3:15])[cH:11][cH:12][c:13]12. Reactants: C[Si](C)(C)[N-][Si](C)(C)C.[Na+] (Sodium bis(trimethylsilyl)amide), CN1[C@H](CCC1)CC1=CNC2=CC=CC=C12 ((R)-3-(1-methyl-2-pyrrolidinylmethyl)-1H-indole), C1(=CC=CC=C1)S(=O)(=O)Cl (Phenylsulfonyl chloride). The solvent is C1CCOC1 (THF). Reaction conditions: time 1 hour. The product is CN1[C@H](CCC1)CC1=CN(C2=CC=CC=C12)S(=O)(=O)C1=CC=CC=C1 ((R)-3-(1-methyl-2-pyrrolidinylmethyl)-1-phenylsulfonylindole). The yield is 46.3%. Reaction SMILES: C[Si]([N-][Si](C)(C)C)(C)C.[Na+].[CH3:11][N:12]1[CH2:16][CH2:15][CH2:14][C@@H:13]1[CH2:17][C:18]1[C:26]2[C:21](=[CH:22][CH:23]=[CH:24][CH:25]=2)[NH:20][CH:19]=1.[C:27]1([S:33](Cl)(=[O:35])=[O:34])[CH:32]=[CH:31][CH:30]=[CH:29][CH:28]=1>C1COCC1>[CH3:11][N:12]1[CH2:16][CH2:15][CH2:14][C@@H:13]1[CH2:17][C:18]1[C:26]2[C:21](=[CH:22][CH:23]=[CH:24][CH:25]=2)[N:20]([S:33]([C:27]2[CH:32]=[CH:31][CH:30]=[CH:29][CH:28]=2)(=[O:35])=[O:34])[CH:19]=1 |f:0.1|. Procedure details: Sodium bis(trimethylsilyl)amide (0.25 mL, 1M in THF, 0.25 mmol) was added to a solution of (R)-3-(1-methyl-2-pyrrolidinylmethyl)-1H-indole (Example 3e, 25.8 mg, 0.12 mmol) in THF (1.5 mL) at -78° C. and the mixture was stirred for 1 h. Phenylsulfonyl chloride (50 μL, 0.39 mmol) was added and the mixture stirred at room temperature for 1 h. prior to quenching with water (6 drops) and silica gel (~1 g). Purification using solid phase extraction tubes (1000 mg silica) eluting with 2M methanolic amm... Starting materials: CCOC(=O)c1cnc(-c2ccccc2)nc1Nc1ccccc1N, CC(=O)O, CCO, [Na], O. Product: O=C1Nc2ccccc2Nc2nc(-c3ccccc3)ncc21. Reaction SMILES: [CH2:1]([O:2][C:4](=[O:5])[c:6]1[c:7]([NH:18][c:19]2[c:20]([NH2:25])[cH:21][cH:22][cH:23][cH:24]2)[n:8][c:9](-[c:12]2[cH:13][cH:14][cH:15][cH:16][cH:17]2)[n:10][cH:11]1)[CH3:3].[CH3:27][C:28](=[O:29])[OH:30].[CH3:32][CH2:33][OH:34].[Na:26].[OH2:31]>>[C:4]1(=[O:5])[c:6]2[c:7]([n:8][c:9](-[c:12]3[cH:13][cH:14][cH:15][cH:16][cH:17]3)[n:10][cH:11]2)[NH:18][c:19]2[c:20]([cH:21][cH:22][cH:23][cH:24]2)[NH:25]1.